From a dataset of the Open Reaction Database (ORD), a public repository of structured organic reaction records. describe an organic reaction: reactants, conditions, products, and yield Starting materials: C(C)N1C=C(C(C2=CC(=C(C(=C12)F)F)F)=O)C(=O)O (1-ethyl-6,7,8-trifluoro-1,4-dihydro-4-oxo-3-quinolinecarboxylic acid), Br.Br.C1(=CC=CC=C1)CN1C2CNC(C1)C2 (5-(phenylmethyl)-2,5-diazabicyclo(2.2.1)heptane dihydrobromide), N12CCCCCC2=NCCC1 (1,8-diazabicyclo(5.4.0)undec-7-ene). Run in C(C)#N (acetonitrile). Run at time 2 day. Yields the product C(C)N1C=C(C(C2=CC(=C(C(=C12)F)N1C2CN(C(C1)C2)CC2=CC=CC=C2)F)=O)C(=O)O (1-Ethyl-6,8-difluoro-1,4-dihydro-4-oxo-7-[5-(phenylmethyl)-2,5-diazabicyclo(2.2.1)hept-2-yl]-3-quinolinecarboxylic acid). Isolated yield 50.1%. Reaction SMILES: [CH2:1]([N:3]1[C:12]2[C:7](=[CH:8][C:9]([F:15])=[C:10](F)[C:11]=2[F:13])[C:6](=[O:16])[C:5]([C:17]([OH:19])=[O:18])=[CH:4]1)[CH3:2].Br.Br.[C:22]1([CH2:28][N:29]2[CH2:34][CH:33]3[CH2:35][CH:30]2[CH2:31][NH:32]3)[CH:27]=[CH:26][CH:25]=[CH:24][CH:23]=1.N12CCCN=C1CCCCC2>C(#N)C>[CH2:1]([N:3]1[C:12]2[C:7](=[CH:8][C:9]([F:15])=[C:10]([N:32]3[CH2:31][CH:30]4[CH2:35][CH:33]3[CH2:34][N:29]4[CH2:28][C:22]3[CH:27]=[CH:26][CH:25]=[CH:24][CH:23]=3)[C:11]=2[F:13])[C:6](=[O:16])[C:5]([C:17]([OH:19])=[O:18])=[CH:4]1)[CH3:2] |f:1.2.3|. Procedure: A solution of 0.54 g (2.0 mmol) of 1-ethyl-6,7,8-trifluoro-1,4-dihydro-4-oxo-3-quinolinecarboxylic acid, 0.77 g (2.2 mmol) of 5-(phenylmethyl)-2,5-diazabicyclo(2.2.1)heptane dihydrobromide, (P. S. Portoghese and A. A. Mikhail, J. Org. Chem. 31, 1059 (1966)], 0.90 ml (6.0 mmol) of 1,8-diazabicyclo(5.4.0)undec-7-ene, and 20 ml of acetonitrile was heated under reflux for two hours and stirred at room temperature for two days. The mixture was filtered and the solid was washed with methanol to give 0... The reactants are BrCCCCCO (5-bromo-1-pentanol), N1C=NC=C1 (imidazole), O (water), C(C)(C)(C)[Si](Cl)(C)C (tert-butyldimethylchlorosilane). Solvent: O1CCCC1 (tetrahydrofuran), C(C)OCC (diethyl ether), O1CCCC1 (tetrahydrofuran). Run at time 4 hour. The product is BrCCCCCO[Si](C)(C)C(C)(C)C (1-Bromo-5-tert-butyldimethylsilyloxypentane). Isolated yield 89.1%. As a reaction SMILES: [Br:1][CH2:2][CH2:3][CH2:4][CH2:5][CH2:6][OH:7].N1C=CN=C1.[C:13]([Si:17]([CH3:20])([CH3:19])Cl)([CH3:16])([CH3:15])[CH3:14].O>O1CCCC1.C(OCC)C>[Br:1][CH2:2][CH2:3][CH2:4][CH2:5][CH2:6][O:7][Si:17]([C:13]([CH3:16])([CH3:15])[CH3:14])([CH3:20])[CH3:19]. Procedure: A solution of 28 g of crude 5-bromo-1-pentanol in 144 ml of tetrahydrofuran is mixed with 24 g of imidazole. Then, a solution of 30.3 g of tert-butyldimethylchlorosilane in 46 ml of tetrahydrofuran is added in drops, and it is stirred for 4 hours at room temperature. The reaction mixture is poured into water, shaken out with diethyl ether, the organic phase is washed 4 times with water, dried on sodium sulfate and concentrated by evaporation. The crude product is chromatographed on silica gel wi... Starting materials: O=C([O-])O, Cc1ccccc1, O=C(CCCCCl)c1ccc(F)cc1, [I-], [K+], [K+], O, OC(c1ccccc1)(c1ccccc1)C1CCNCC1. Product: Cl, O=C(CCCCN1CCC(C(O)(c2ccccc2)c2ccccc2)CC1)c1ccc(F)cc1. As a reaction SMILES: [C:35](=[O:36])([OH:37])[O-:38].[CH3:42][c:43]1[cH:44][cH:45][cH:46][cH:47][cH:48]1.[Cl:21][CH2:22][CH2:23][CH2:24][CH2:25][C:26](=[O:27])[c:28]1[cH:29][cH:30][c:31]([F:34])[cH:32][cH:33]1.[I-:41].[K+:39].[K+:40].[OH2:49].[c:1]1([C:7]([OH:8])([CH:9]2[CH2:10][CH2:11][NH:12][CH2:13][CH2:14]2)[c:15]2[cH:16][cH:17][cH:18][cH:19][cH:20]2)[cH:2][cH:3][cH:4][cH:5][cH:6]1>>[ClH:21].[c:1]1([C:7]([OH:8])([CH:9]2[CH2:10][CH2:11][N:12]([CH2:22][CH2:23][CH2:24][CH2:25][C:26](=[O:27])[c:28]3[cH:29][cH:30][c:31]([F:34])[cH:32][cH:33]3)[CH2:13][CH2:14]2)[c:15]2[cH:16][cH:17][cH:18][cH:19][cH:20]2)[cH:2][cH:3][cH:4][cH:5][cH:6]1. The reactants are [BH4-], CC(=O)O, CCO, O=S1(=O)N=Cc2cccc(Cl)c21, [Na+]. Yields the product O=S1(=O)NCc2cccc(Cl)c21. RXN SMILES: [BH4-:13].[CH3:15][C:16](=[O:17])[OH:18].[CH3:19][CH2:20][OH:21].[Cl:1][c:2]1[cH:3][cH:4][cH:5][c:6]2[c:10]1[S:9](=[O:11])(=[O:12])[N:8]=[CH:7]2.[Na+:14]>>[Cl:1][c:2]1[cH:3][cH:4][cH:5][c:6]2[c:10]1[S:9](=[O:11])(=[O:12])[NH:8][CH2:7]2.